This data is from the Open Reaction Database (ORD), a public repository of structured organic reaction records. The task is: describe an organic reaction: reactants, conditions, products, and yield Starting materials: CN(C1=C(C(=O)O)C=CC=C1)C (2-dimethylaminobenzoic acid), C1(CC1)CCNC(=O)C=1N=NC(=CC1)N1CCNCC1 (6-piperazin-1-yl-pyridazine-3-carboxylic acid (2-cyclopropylethyl)amide). Product: C1(CC1)CCNC(=O)C=1N=NC(=CC1)N1CCN(CC1)C(C1=C(C=CC=C1)N(C)C)=O (6-[4-(2-DIMETHYLAMINOBENZOYL)PIPERAZIN-1-YL]PYRIDAZINE-3-CARBOXYLIC Acid (2-CYCLOPROPYLETHYL)AMIDE), solid. The yield is 61.0%. RXN SMILES: [CH3:1][N:2]([CH3:12])[C:3]1[CH:11]=[CH:10][CH:9]=[CH:8][C:4]=1[C:5]([OH:7])=O.[CH:13]1([CH2:16][CH2:17][NH:18][C:19]([C:21]2[N:22]=[N:23][C:24]([N:27]3[CH2:32][CH2:31][NH:30][CH2:29][CH2:28]3)=[CH:25][CH:26]=2)=[O:20])[CH2:15][CH2:14]1>>[CH:13]1([CH2:16][CH2:17][NH:18][C:19]([C:21]2[N:22]=[N:23][C:24]([N:27]3[CH2:32][CH2:31][N:30]([C:5](=[O:7])[C:4]4[CH:8]=[CH:9][CH:10]=[CH:11][C:3]=4[N:2]([CH3:1])[CH3:12])[CH2:29][CH2:28]3)=[CH:25][CH:26]=2)=[O:20])[CH2:15][CH2:14]1. Procedure details: Following the procedure of Example 9, making variations only as required to use 2-dimethylaminobenzoic acid in place of 2,5-dichlorobenzoic acid to react with 6-piperazin-1-yl-pyridazine-3-carboxylic acid (2-cyclopropylethyl)amide, the title compound was obtained as a white solid (61% yield). 1H NMR (300 MHz, CDCl3) δ 8.04, 7.96, 7.36-7.25, 7.05-6.94, 4.17-3.40, 2.80, 1.51, 0.80-0.73, 0.47-0.42, 0.12-0.07. Starting materials: C(C1=CC=CC=C1)OC(=O)N1[C@@H](CCC1)C(NC1=CC(=CC=C1)B1OC(C(O1)(C)C)(C)C)=O ((S)-2-[3-(4,4,5,5-tetramethyl-[1,3,2]dioxaborolan-2-yl)-phenylcarbamoyl]-pyrrolidine-1-carboxylic acid benzyl ester), BrC1=CC=C(C(=O)NC2CC2)C=C1 (4-bromo-N-cyclopropyl-benzamide), Pd[P(Ph)3]4, CN(C)C=O (DMF). Solvent: CO (methanol), C(=O)(O)[O-].[Na+] (NaHCO3). Reaction conditions: temperature 70 celsius. Product: C(C1=CC=CC=C1)OC(=O)N1[C@@H](CCC1)C(NC=1C=C(C=CC1)C1=CC=C(C=C1)C(NC1CC1)=O)=O ((S)-2-(4′-Cyclopropylcarbamoyl-biphenyl-3-ylcarbamoyl)-pyrrolidine-1-carboxylic acid benzyl ester). Reaction SMILES: [CH2:1]([O:8][C:9]([N:11]1[CH2:15][CH2:14][CH2:13][C@H:12]1[C:16](=[O:33])[NH:17][C:18]1[CH:23]=[CH:22][CH:21]=[C:20](B2OC(C)(C)C(C)(C)O2)[CH:19]=1)=[O:10])[C:2]1[CH:7]=[CH:6][CH:5]=[CH:4][CH:3]=1.Br[C:35]1[CH:46]=[CH:45][C:38]([C:39]([NH:41][CH:42]2[CH2:44][CH2:43]2)=[O:40])=[CH:37][CH:36]=1.CN(C=O)C>CO.C([O-])(O)=O.[Na+]>[CH2:1]([O:8][C:9]([N:11]1[CH2:15][CH2:14][CH2:13][C@H:12]1[C:16](=[O:33])[NH:17][C:18]1[CH:19]=[C:20]([C:35]2[CH:36]=[CH:37][C:38]([C:39](=[O:40])[NH:41][CH:42]3[CH2:44][CH2:43]3)=[CH:45][CH:46]=2)[CH:21]=[CH:22][CH:23]=1)=[O:10])[C:2]1[CH:3]=[CH:4][CH:5]=[CH:6][CH:7]=1 |f:4.5|. Procedure details: A solution of (S)-2-[3-(4,4,5,5-tetramethyl-[1,3,2]dioxaborolan-2-yl)-phenylcarbamoyl]-pyrrolidine-1-carboxylic acid benzyl ester (74 mg, 0.16 mmol), 4-bromo-N-cyclopropyl-benzamide (39.7 mg, 0.17 mmol), and Pd[P(Ph)3]4 (13.7 mg, 7.2 mol %) in methanol (2 mL), NaHCO3 (sat. aq., 300 μL), and DMF (400 μL) was degassed and heated to 70° C. overnight in a sealed vial. The reaction was cooled, filtered, and purified by reverse phase HPLC to give the desired product. Yield 5.3 mg. MS: 484.2 (M+H+); H1...